From a dataset of the Open Reaction Database (ORD), a public repository of structured organic reaction records. describe an organic reaction: reactants, conditions, products, and yield The reactants are ice, CON(C(=O)C1C2CC3(COC3)CC12)C (N-methoxy-N-methylspiro[bicyclo[3.1.0]hexane-3,3′-oxetane]-6-carboxamide), C[Mg]Br (methylmagnesium bromide). The solvent is [Cl-].N (ammonia chloride), O1CCCC1 (tetrahydrofuran). Run at time 1 hour. Yields the product O1CC2(C1)CC1C(C1C2)C(C)=O (1-(spiro[bicyclo[3.1.0]hexane-3,3′-oxetan]-6-yl)ethanone). The yield is 93.0%. Reaction SMILES: CON(C)[C:4]([CH:6]1[CH:14]2[CH:7]1[CH2:8][C:9]1([CH2:13]2)[CH2:12][O:11][CH2:10]1)=[O:5].[CH3:16][Mg]Br>O1CCCC1.[Cl-].N>[O:11]1[CH2:10][C:9]2([CH2:8][CH:7]3[CH:14]([CH:6]3[C:4](=[O:5])[CH3:16])[CH2:13]2)[CH2:12]1 |f:3.4|. Procedure: To an ice-cooled solution of N-methoxy-N-methylspiro[bicyclo[3.1.0]hexane-3,3′-oxetane]-6-carboxamide (0.30 g, 1.4 mmol) in tetrahydrofuran (15 mL) was added methylmagnesium bromide (1 mL, 3M in tetrahydrofuran) dropwise. After 1 h, the reaction mixture was diluted with saturated aqueous ammonia chloride solution (10 mL), and the resulting solution was extracted with ethyl acetate (3×20 mL). The collected organic was concentrated to provide product as a brown oil (220 mg, 93% yield). The reactants are O[Li].O (LiOH.H2O), ClC1=C(NC2=CC=CC=C12)C(=O)OCC (Ethyl 3-chloro-1H-indole-2-carboxylate), Cl (HCl). The solvent is O (water), C1CCOC1.CO.O (THF MeOH—H2O). Run at temperature 25 celsius, time 12 hour. Product: ClC1=C(NC2=CC=CC=C12)C(=O)O (3-Chloro-1H-indole-2-carboxylic acid). Yield: 82.0%. Reaction SMILES: [Cl:1][C:2]1[C:10]2[C:5](=[CH:6][CH:7]=[CH:8][CH:9]=2)[NH:4][C:3]=1[C:11]([O:13]CC)=[O:12].O[Li].O.Cl>C1COCC1.CO.O.O>[Cl:1][C:2]1[C:10]2[C:5](=[CH:6][CH:7]=[CH:8][CH:9]=2)[NH:4][C:3]=1[C:11]([OH:13])=[O:12] |f:1.2,4.5.6|. Reported procedure: Ethyl 3-chloro-1H-indole-2-carboxylate (19.28 mmol, 1.0 equiv.) was dissolved in THF-MeOH—H2O (2:1:1; 85 ml); LiOH.H2O (57.84 mmol, 3.0 equiv.) was added at 0° C. and the mixture was stirred for 12 h at 25° C. The solvent was reduced under reduced pressure, and the residue was taken up in water (50 ml), adjusted to pH 3 with 1 M HCl and extracted with ethyl acetate (2×100 ml). The combined organic phases were dried over Na2SO4 and concentrated under reduced pressure, and then the product was cry...